From a dataset of the Open Reaction Database (ORD), a public repository of structured organic reaction records. describe an organic reaction: reactants, conditions, products, and yield The reactants are quartz, ClCCl (dichloromethane), mixture, O=C1C=C(CC(C)(C)C1)C (isophorone), O1CCCC=C1 (3,4-dihydropyran). The solvent is C(Cl)(Cl)(Cl)Cl (CCl4). Yields the product CC1(CC(C2C3CCCOC3C2(C1)C)=O)C (5,5,7-trimethyl-9-oxatricyclo[6.4.0.02,7 ]dodecane-3-one). Reaction SMILES: [O:1]=[C:2]1[CH2:9][C:6]([CH3:8])([CH3:7])[CH2:5][C:4]([CH3:10])=[CH:3]1.[O:11]1[CH:16]=[CH:15][CH2:14][CH2:13][CH2:12]1.ClCCl>C(Cl)(Cl)(Cl)Cl>[CH3:7][C:6]1([CH3:8])[CH2:5][C:4]2([CH3:10])[CH:3]([CH:13]3[CH:12]2[O:11][CH2:16][CH2:15][CH2:14]3)[C:2](=[O:1])[CH2:9]1. Reported procedure: To a 5-liter round bottomed flask equipped with a quartz immersion well and nitrogen bubbler was added, under nitrogen, 138 g. (1.0 mol.) of isophorone and 498 g. (5.93 mol.) of 3,4-dihydropyran. Enough dichloromethane was added to fill the flask. The solution was bubbled with nitrogen for 1.5 hours and was irradiated with a 450 watt Hanovia medium pressure mercury arc through a Corning 9700 glass filter for 20.5 hours. When the photolysis was completed, the solution was concentrated in vacuo to... Reaction SMILES: [Br:12][c:13]1[cH:14][cH:15][c:16]([CH3:19])[cH:17][cH:18]1.[C:26]([P:27]([C:28]([CH3:29])([CH3:30])[CH3:31])[C:32]([CH3:33])([CH3:34])[CH3:35])([CH3:36])([CH3:37])[CH3:38].[CH3:20][C:21]([CH3:22])([O-:23])[CH3:24].[CH3:39][c:40]1[cH:41][cH:42][cH:43][cH:44][cH:45]1.[F:1][c:2]1[c:3]([NH2:4])[c:5]([F:11])[cH:6][c:7]([F:10])[c:8]1[F:9].[Na+:25]>>[F:1][c:2]1[c:3]([NH:4][c:13]2[cH:14][cH:15][c:16]([CH3:19])[cH:17][cH:18]2)[c:5]([F:11])[cH:6][c:7]([F:10])[c:8]1[F:9]. Starting materials: Cc1ccc(Br)cc1, CC(C)(C)P(C(C)(C)C)C(C)(C)C, CC(C)(C)[O-], Cc1ccccc1, Nc1c(F)cc(F)c(F)c1F, [Na+]. Yields the product Cc1ccc(Nc2c(F)cc(F)c(F)c2F)cc1. Reactants: CC(C)O, Fc1ccc2c(C3CCNCC3)noc2c1, CCC1CO1. Yields the product CCC(O)CN1CCC(c2noc3cc(F)ccc23)CC1. As a reaction SMILES: [CH:22]([OH:23])([CH3:24])[CH3:25].[F:1][c:2]1[cH:3][c:4]2[c:5]([c:6]([CH:9]3[CH2:10][CH2:11][NH:12][CH2:13][CH2:14]3)[n:7][o:8]2)[cH:15][cH:16]1.[O:17]1[CH2:18][CH:19]1[CH2:20][CH3:21]>>[F:1][c:2]1[cH:3][c:4]2[c:5]([c:6]([CH:9]3[CH2:10][CH2:11][N:12]([CH2:18][CH:19]([OH:17])[CH2:20][CH3:21])[CH2:13][CH2:14]3)[n:7][o:8]2)[cH:15][cH:16]1. As a reaction SMILES: [Br:1][C:2]1[CH:3]=[C:4]2[C:9](=[C:10]([CH:12]=[CH2:13])[CH:11]=1)[O:8][C:7]([CH3:15])([CH3:14])[CH2:6][C:5]2([CH3:17])[CH3:16].[N+](=[CH2:20])=[N-].C(OCC)(=O)C>C(OCC)C.CCCCCC.C([O-])(=O)C.[Pd+2].C([O-])(=O)C>[Br:1][C:2]1[CH:3]=[C:4]2[C:9](=[C:10]([CH:12]3[CH2:20][CH2:13]3)[CH:11]=1)[O:8][C:7]([CH3:15])([CH3:14])[CH2:6][C:5]2([CH3:17])[CH3:16] |f:5.6.7|. Procedure: A stirred, cooled (−30° C.) solution of 6-bromo-8-vinyl-2,2,4,4-tetramethyl chroman (Intermediate 31, 0.37 g, 1.26 mmol) in diethyl ether was treated with a solution of diazomethane in diethyl ether and catalytic amount of palladium (II)acetate (˜30 mg). The reaction mixture was allowed to warm to ambient temperature and subjected to flash column chromatography over silica gel (230-400 mesh) using 2% ethyl acetate in hexane as the eluent to afford the title compound as a clear, pale yellow oil (... The reactants are [N+](=[N-])=C (diazomethane), C(C)(=O)OCC (ethyl acetate), BrC=1C=C2C(CC(OC2=C(C1)C=C)(C)C)(C)C (6-bromo-8-vinyl-2,2,4,4-tetramethyl chroman), BrC=1C=C2C(CC(OC2=C(C1)C=C)(C)C)(C)C (6-bromo-8-vinyl-2,2,4,4-tetramethyl chroman). Run in C(C)OCC (diethyl ether), CCCCCC (hexane), C(C)OCC (diethyl ether). Product: BrC=1C=C2C(CC(OC2=C(C1)C1CC1)(C)C)(C)C (6-Bromo-8-cyclopropyl-2,2,4,4-tetramethyl chroman), oil. Yield: 97.0%. Reagents/catalysts: C(C)(=O)[O-].[Pd+2].C(C)(=O)[O-] (palladium (II)acetate). The reactants are ClC=1C(=NC(=NC1)OC)OC (5-chloro-2,4-dimethoxypyrimidine), O.NN (hydrazine hydrate), O (water). Solvent: CO (methanol). Reaction conditions: time 8 hour. Product: ClC=1C(=NC(=NC1)OC)NN (5-Chloro-4-hydrazino-2-methoxypyrimidine). RXN SMILES: [Cl:1][C:2]1[C:3](OC)=[N:4][C:5]([O:8][CH3:9])=[N:6][CH:7]=1.O.[NH2:13][NH2:14].O>CO>[Cl:1][C:2]1[C:3]([NH:13][NH2:14])=[N:4][C:5]([O:8][CH3:9])=[N:6][CH:7]=1 |f:1.2|. Reported procedure: A solution containing 0.35 g (2.0 mmol) of 5-chloro-2,4-dimethoxypyrimidine and 0.35 g (7.0 mmol) of hydrazine hydrate in 2.9 g of methanol was heated at reflux with stirring for 8 hours. The mixture was then cooled causing a precipitate to form water was added until the precipitation appeared to be complete and the precipitate was then recovered by vacuum filtration and allowed to air dry overnight to obtain 0.23 g (66 percent of theory) of the title compound as a white solid. The product melte... Starting materials: [N+](=O)(O)[O-] (nitric acid), C(C)(=O)OC(C)=O (acetic anhydride), ClC(C1(OCC(O1)CO)C(F)(F)Cl)(F)F (2,2-bis(chlorodifluoromethyl)-4-hydroxymethyl-1,3-dioxolane). Run in O (water). Conditions: time 30 minute. Product: [N+](=O)(OCC1OC(OC1)(C(F)(F)Cl)C(F)(F)Cl)[O-] (2,2-Bis(Chlorodifluoromethyl)-1,3-Dioxolan-4-ylmethyl Nitrate). As a reaction SMILES: [N+:1]([O-:4])([OH:3])=[O:2].C(OC(=O)C)(=O)C.[Cl:12][C:13]([F:26])([F:25])[C:14]1([C:21]([Cl:24])([F:23])[F:22])[O:18][CH:17]([CH2:19]O)[CH2:16][O:15]1>O>[N+:1]([O-:4])([O:3][CH2:19][CH:17]1[CH2:16][O:15][C:14]([C:13]([Cl:12])([F:25])[F:26])([C:21]([Cl:24])([F:22])[F:23])[O:18]1)=[O:2]. Procedure details: 34 ml nitric acid (96%) is added slowly to 43 ml chilled acetic anhydride. Then, 14.8 grams of 2,2-bis(chlorodifluoromethyl)-4-hydroxymethyl-1,3-dioxolane, is added dropwise with magnetic stirring over a 30 minute period to the chilled mixed acid (0 to -10° C.). An additional 25 minutes of stirring is allowed. The reaction mixture is drowned in 250 ml of cold tap water forming a small lower liquid layer. Ether extraction (3 × 75 ml) removed the lower layer and all of the yellow coloration. The e... Solvent: O (water). The reactants are [OH-].[Na+] (sodium hydroxide), O1COC=2C=CC3=C(NC3=O)C21 ([1,3]dioxolo[4′,5′:5,6]benzo[1,2-b]azet-6(7H)-one), Cl (hydrochloric acid), OO (hydrogen peroxide). Reported procedure: To a solution of sodium hydroxide (4.6 g, 115 mmol) in water (35 mL) was added the Intermediate from Step C (2.35 g, 14.4 mmol). A solution of hydrogen peroxide (30%, 21 mL) was then added over 30 minutes. The reaction was neutralized to pH 7 by the addition of diluted hydrochloric acid (1N). The precipitate was collected and dried to afford the product 4-aminobenzo[d][1,3]dioxole-5-carboxylic acid (1.68 g, yield 64%). 1H NMR (400 MHz, DMSO-d6) δ ppm 7.40-7.42 (d, 1H, J=8.4 Hz), 6.25-6.27 (d, 1H... The yield is 64.4%. The product is NC1=C(C=CC=2OCOC21)C(=O)O (4-aminobenzo[d][1,3]dioxole-5-carboxylic acid). RXN SMILES: [OH-:1].[Na+].[O:3]1[C:14]2[C:10]3[NH:11][C:12](=[O:13])[C:9]=3[CH:8]=[CH:7][C:6]=2[O:5][CH2:4]1.OO.Cl>O>[NH2:11][C:10]1[C:14]2[O:3][CH2:4][O:5][C:6]=2[CH:7]=[CH:8][C:9]=1[C:12]([OH:1])=[O:13] |f:0.1|. Starting materials: O1C(CCCC1)OC1=C(C=CC=C1)C(C(=O)OC)=C (methyl 2-[2-(tetrahydropyran-2-yloxy)phenyl]-acrylate), [H-].[Na+] (sodium hydride), C([O-])([O-])=O.[K+].[K+] (potassium carbonate), ClCC#N (chloroacetonitrile). Run in C(=O)OC (methyl formate), CN(C=O)C (dimethylformamide), O (water). Reaction conditions: temperature 20 celsius, time 4 hour. Yields the product O1C(CCCC1)OC1=C(C=CC=C1)C(C(=O)OC)=COCC#N (methyl 2-[2-(tetrahydropyran-2-yloxy)-phenyl]-3-cyanomethoxy-acrylate). Yield: 83.5%. Reaction SMILES: [O:1]1[CH2:6][CH2:5][CH2:4][CH2:3][CH:2]1[O:7][C:8]1[CH:13]=[CH:12][CH:11]=[CH:10][C:9]=1[C:14](=[CH2:19])[C:15]([O:17][CH3:18])=[O:16].[H-].[Na+].[C:22](=[O:25])([O-])[O-].[K+].[K+].ClC[C:30]#[N:31]>C(OC)=O.CN(C)C=O.O>[O:1]1[CH2:6][CH2:5][CH2:4][CH2:3][CH:2]1[O:7][C:8]1[CH:13]=[CH:12][CH:11]=[CH:10][C:9]=1[C:14](=[CH:19][O:25][CH2:22][C:30]#[N:31])[C:15]([O:17][CH3:18])=[O:16] |f:1.2,3.4.5|. Reported procedure: At 20° C., a solution of 15 g (60 mmol) of methyl 2-[2-(tetrahydropyran-2-yloxy)phenyl]-acrylate in 36 ml of methyl formate is added dropwise to a suspension of 1.96 g (66 mmol) of sodium hydride (80% strength) in 50 ml of dimethylformamide. After 4 hours, 15 g of potassium carbonate and 9 g of chloroacetonitrile are added to this mixture, which is stirred at 20° C. for a further 14 hours and then poured into water. The reaction mixture is extracted with ethyl acetate and the organic phase is dr... Product: C1(CCCCC1)OCC=C (Allyl Cyclohexyl Ether). Reported procedure: In 870 g of tetrahydrofuran were dissolved 200 g (2 mol) of cyclohexanol and 224 g (2 mol) of potassium t-butoxide. With stirring at room temperature, 242 g (2 mol) of allyl bromide was added dropwise so that the temperature might not exceed 60° C. At the end of addition, the solution was heated at 60° C. on an oil bath and ripened for one hour at the temperature. The solution was allowed to cool down to room temperature, and 11.2 g (0.1 mol) of t-butoxypotassium was added. With stirring at room... The solvent is O1CCCC1 (tetrahydrofuran). Reaction conditions: time 1 hour. The reactants are C1(CCCCC1)O (cyclohexanol), CC(C)([O-])C.[K+] (potassium t-butoxide), C(C)(C)(C)O[K] (t-butoxypotassium), C(C=C)Br (allyl bromide), C(C=C)Br (allyl bromide), O (water). Reaction SMILES: [CH:1]1([OH:7])[CH2:6][CH2:5][CH2:4][CH2:3][CH2:2]1.[CH3:8][C:9](C)([O-])[CH3:10].[K+].C(Br)C=C.O>O1CCCC1>[CH:1]1([O:7][CH2:10][CH:9]=[CH2:8])[CH2:6][CH2:5][CH2:4][CH2:3][CH2:2]1 |f:1.2|.